The task is: describe an organic reaction: reactants, conditions, products, and yield. This data is from the Open Reaction Database (ORD), a public repository of structured organic reaction records. Reactants: CS(=O)C (dimethylsulfoxide), S1C(=NC=C1)NC(OC1=CC=CC=C1)=O (phenyl N-(2-thiazolyl)carbamate), NC1=C(C=C(OC2=CC=NC3=CC(=C(C=C23)C#N)OCC2OC2)C=C1)F (4-(4-amino-3-fluorophenoxy)-7-oxiranylmethoxyquinoline-6-carbonitrile). Run in O (Water). Reaction conditions: temperature 80 celsius. Product: C(#N)C=1C=C2C(=CC=NC2=CC1OCC1OC1)OC1=CC(=C(C=C1)NC(=O)NC=1SC=CN1)F (N-[4-(6-Cyano-7-oxiranylmethoxyquinolin-4-yloxy)-2-fluorophenyl]-N′-(thiazol-2-yl)urea). Isolated yield 11.8%. Reaction SMILES: CS(C)=O.[S:5]1[CH:9]=[CH:8][N:7]=[C:6]1[NH:10][C:11](=O)[O:12]C1C=CC=CC=1.[NH2:20][C:21]1[CH:44]=[CH:43][C:24]([O:25][C:26]2[C:35]3[C:30](=[CH:31][C:32]([O:38][CH2:39][CH:40]4[CH2:42][O:41]4)=[C:33]([C:36]#[N:37])[CH:34]=3)[N:29]=[CH:28][CH:27]=2)=[CH:23][C:22]=1[F:45]>O>[C:36]([C:33]1[CH:34]=[C:35]2[C:30](=[CH:31][C:32]=1[O:38][CH2:39][CH:40]1[CH2:42][O:41]1)[N:29]=[CH:28][CH:27]=[C:26]2[O:25][C:24]1[CH:43]=[CH:44][C:21]([NH:20][C:11]([NH:10][C:6]2[S:5][CH:9]=[CH:8][N:7]=2)=[O:12])=[C:22]([F:45])[CH:23]=1)#[N:37]. Procedure details: After adding dimethylsulfoxide (1 ml) and phenyl N-(2-thiazolyl)carbamate (94 mg) to 4-(4-amino-3-fluorophenoxy)-7-oxiranylmethoxyquinoline-6-carbonitrile (100 mg), the mixture was heated at 80° C. for 90 minutes. Water was added and the precipitated crystals were filtered out to obtain the title compound (16 mg) as light yellow crystals.